From a dataset of the Open Reaction Database (ORD), a public repository of structured organic reaction records. describe an organic reaction: reactants, conditions, products, and yield Starting materials: C(C)C(CNCC1=CC=C(S1)C=1C=C2C(=CNC2=C(C1)C(=O)N)C1CCN(CC1)S(=O)(=O)CC)CC (5-(5-{[(2-ethylbutyl)amino]methyl}-2-thienyl)-3-[1-(ethylsulfonyl)-4-piperidinyl]-1H-indole-7-carboxamide), [BH3-]C#N.[Na+] (NaCNBH3), C(=O)C1=CC=C(S1)B(O)O ((5-formyl-2-thienyl)boronic acid), CC(CCN)(C)C ((3,3-dimethylbutyl)amine). Product: CC(CCNCC1=CC=C(S1)B(O)O)(C)C ((5-{[(3,3-dimethylbutyl)amino]methyl}-2-thienyl)boronic acid). Isolated yield 38.9%. Reaction SMILES: C(C(CC)CNCC1SC(C2C=C3C(=C(C(N)=O)C=2)NC=C3C2CCN(S(CC)(=O)=O)CC2)=CC=1)C.[CH:37]([C:39]1[S:43][C:42]([B:44]([OH:46])[OH:45])=[CH:41][CH:40]=1)=O.[CH3:47][C:48]([CH3:53])([CH3:52])[CH2:49][CH2:50][NH2:51].[BH3-]C#N.[Na+]>>[CH3:47][C:48]([CH3:53])([CH3:52])[CH2:49][CH2:50][NH:51][CH2:37][C:39]1[S:43][C:42]([B:44]([OH:46])[OH:45])=[CH:41][CH:40]=1 |f:3.4|. Procedure: Following the general procedure of 5-(5-{[(2-ethylbutyl)amino]methyl}-2-thienyl)-3-[1-(ethylsulfonyl)-4-piperidinyl]-1H-indole-7-carboxamide, (5-formyl-2-thienyl)boronic acid (50 mg, 0.32 mmol), (3,3-dimethylbutyl)amine (32 mg, 0.32 mmol), and NaCNBH3 (40 mg, 0.64 mmol) were reacted to give 30 mg of crude (5-{[(3,3-dimethylbutyl)amino]methyl}-2-thienyl)boronic acid. The crude (5-{[(3,3-dimethylbutyl)amino]methyl}-2-thienyl)boronic acid was then reacted with 5-bromo-3-[1-(ethylsulfonyl)-4-piperid... Starting materials: ClCCCCC=O (δ-chlorovaleraldehyde), ClCCCCC(=O)Cl (δ-chlorovaleryl chloride), Cl.NCCC1=CNC2=CC=CC=C12 (3-(β-aminoethyl)-indole hydrochloride), C(C)(C)O (isopropanol). The solvent is C=1(C(=CC=CC1)C)C (xylene), C=1(C(=CC=CC1)C)C (xylene). Yields the product 92, Cl.ClCCCCC1NCCC=2C3=CC=CC=C3NC12 (1-(δ-chlorobutyl)-1,2,3,4-tetrahydro-β-carboline hydrochloride). Isolated yield 62.8%. Reaction SMILES: [Cl:1]CCCCC=O.Cl[CH2:9][CH2:10][CH2:11][CH2:12][C:13]([Cl:15])=O.Cl.[NH2:17][CH2:18][CH2:19][C:20]1[C:28]2[C:23](=[CH:24][CH:25]=[CH:26][CH:27]=2)[NH:22][CH:21]=1.C(O)(C)C>C1(C)C(C)=CC=CC=1>[ClH:1].[Cl:15][CH2:13][CH2:12][CH2:11][CH2:10][CH:9]1[C:21]2[NH:22][C:23]3[C:28](=[CH:27][CH:26]=[CH:25][CH:24]=3)[C:20]=2[CH2:19][CH2:18][NH:17]1 |f:2.3,6.7|. Procedure: 435 parts of a 13.7% strength by weight solution of δ-chlorovaleraldehyde in xylene (prepared by catalytic hydrogenation of a solution of δ-chlorovaleryl chloride in xylene) were stirred with 96 parts of 3-(β-aminoethyl)-indole hydrochloride in 500 parts of isopropanol for 6 hours at 85° C., and the mixture was cooled and then filtered under suction to give 92 parts (62.8%) of 1-(δ-chlorobutyl)-1,2,3,4-tetrahydro-β-carboline hydrochloride. After recrystallization, the substance had a melting poi... Starting materials: CC=1C=CC=C2C=CN=CC12 (8-methylisoquinoline), [N+](=O)([O-])[O-].[K+] (potassium nitrate), [N+](=O)(O)[O-] (nitric acid), C(C)(=O)O (acetic acid). The solvent is S(O)(O)(=O)=O (sulfuric acid), S(O)(O)(=O)=O (sulfuric acid). Yields the product CC=1C=CC(=C2C=CN=CC12)NC(C)=O (N-(8-methyl-isoquinolin-5-yl)-acetamide). As a reaction SMILES: [CH3:1][C:2]1[CH:3]=[CH:4][CH:5]=[C:6]2[C:11]=1[CH:10]=[N:9][CH:8]=[CH:7]2.[N+]([O-])([O-])=O.[K+].[N+:17]([O-])(O)=O.[C:21]([OH:24])(=O)[CH3:22]>S(=O)(=O)(O)O>[CH3:1][C:2]1[CH:3]=[CH:4][C:5]([NH:17][C:21](=[O:24])[CH3:22])=[C:6]2[C:11]=1[CH:10]=[N:9][CH:8]=[CH:7]2 |f:1.2|. Procedure details: In Scheme 12, the 8-methylisoquinoline (obtained as described above) is nitrated with a suitable nitrating agent such as potassium nitrate in sulfuric acid or a mixture of nitric acid, sulfuric acid and acetic acid to yield 5-nitro-8-methylsioquinoline, which is reduced and then acetylated to give the N-(8-methyl-isoquinolin-5-yl)-acetamide. This amide may be brominated by a radical brominating agent such as N-bromosuccinimide/benzoyl peroxide to give the dibromo isoquinoline acetamide. The dibr... Procedure: A mixture of 57.5 parts of ethyl 4-(1H-benzimidazol-2-ylamino)-1-piperidinecarboxylate, 33 parts of 2-(chloromethyl)pyridine hydrochloride, 43 parts of sodium carbonate, 0.1 parts of potassium iodide and 630 parts of N,N-dimethylformamide was stirred and heated overnight at 70° C. The reaction mixture was cooled and poured onto water. The product was extracted with 4-methyl-2-pentanone. The extract was dried, filtered and evaporated. The residue was purified by column chromatography over silica ... Yield: 40.0%. The solvent is CN(C=O)C (N,N-dimethylformamide). The product is 30, N1=C(C=CC=C1)CN1C(=NC2=C1C=CC=C2)NC2CCN(CC2)C(=O)OCC (ethyl 4-[[1-[(2-pyridinyl)methyl]-1H-benzimidazol-2-yl]amino]-1-piperidinecarboxylate). Run at temperature 70 celsius. Starting materials: 57.5, N1C(=NC2=C1C=CC=C2)NC2CCN(CC2)C(=O)OCC (ethyl 4-(1H-benzimidazol-2-ylamino)-1-piperidinecarboxylate), Cl.ClCC1=NC=CC=C1 (2-(chloromethyl)pyridine hydrochloride), C([O-])([O-])=O.[Na+].[Na+] (sodium carbonate), [I-].[K+] (potassium iodide). As a reaction SMILES: [NH:1]1[C:5]2[CH:6]=[CH:7][CH:8]=[CH:9][C:4]=2[N:3]=[C:2]1[NH:10][CH:11]1[CH2:16][CH2:15][N:14]([C:17]([O:19][CH2:20][CH3:21])=[O:18])[CH2:13][CH2:12]1.Cl.Cl[CH2:24][C:25]1[CH:30]=[CH:29][CH:28]=[CH:27][N:26]=1.C(=O)([O-])[O-].[Na+].[Na+].[I-].[K+]>CN(C)C=O>[N:26]1[CH:27]=[CH:28][CH:29]=[CH:30][C:25]=1[CH2:24][N:1]1[C:5]2[CH:6]=[CH:7][CH:8]=[CH:9][C:4]=2[N:3]=[C:2]1[NH:10][CH:11]1[CH2:16][CH2:15][N:14]([C:17]([O:19][CH2:20][CH3:21])=[O:18])[CH2:13][CH2:12]1 |f:1.2,3.4.5,6.7|. Starting materials: N(=[N+]=[N-])[C@@H]1CC(OC2=CC=C(C=C12)F)(CF)CF ((R)-4-azido-6-fluoro-2,2-bis(fluoromethyl)chroman), stainless steel. The reagents and catalysts are [Pd] (Pd—C). The solvent is CO (MeOH). Reaction conditions: temperature 50 celsius, time 3 hour. Product: FC=1C=C2[C@@H](CC(OC2=CC1)(CF)CF)N ((R)-6-fluoro-2,2-bis(fluoromethyl)chroman-4-amine). RXN SMILES: [N:1]([C@H:4]1[C:13]2[C:8](=[CH:9][CH:10]=[C:11]([F:14])[CH:12]=2)[O:7][C:6]([CH2:17][F:18])([CH2:15][F:16])[CH2:5]1)=[N+]=[N-]>CO.[Pd]>[F:14][C:11]1[CH:12]=[C:13]2[C:8](=[CH:9][CH:10]=1)[O:7][C:6]([CH2:15][F:16])([CH2:17][F:18])[CH2:5][C@H:4]2[NH2:1]. Procedure details: A solution of Example 65B (54.1 mmol) in THF (190 mL) was cooled to <5° C. To this solution was added 1,8-diazabicyclo[5.4.0]undec-7-ene (12.1 mL, 81.0 mmol) followed by diphenylphosphoryl azide (15.2 mL, 70.3 mmol), keeping the temperature≦5° C. (no exotherm). After stirring for 2 hours at ≦5° C., the reaction mixture was warmed to ambient temperature and stirred for 14 hours. The reaction mixture was diluted with MTBE (250 mL), washed with 2N NaOH (2×125 mL), brine (50 mL), 2N HCl (2×125 mL), ... Starting materials: CNCc1ccccc1, CCO, CCOC(=O)N1CCC2OC2C1. Product: CCOC(=O)N1CCC(N(C)Cc2ccccc2)C(O)C1. As a reaction SMILES: [CH3:13][NH:14][CH2:15][c:16]1[cH:17][cH:18][cH:19][cH:20][cH:21]1.[CH3:22][CH2:23][OH:24].[CH:1]12[CH2:2][N:3]([C:8](=[O:9])[O:10][CH2:11][CH3:12])[CH2:4][CH2:5][CH:6]1[O:7]2>>[CH:1]1([OH:7])[CH2:2][N:3]([C:8](=[O:9])[O:10][CH2:11][CH3:12])[CH2:4][CH2:5][CH:6]1[N:14]([CH3:13])[CH2:15][c:16]1[cH:17][cH:18][cH:19][cH:20][cH:21]1. Starting materials: CCc1c(NCC(NC(=O)OCC23CC4CC(CC(C4)C2)C3)C(=O)OC(C)(C)C)ncnc1N1CCC(c2ccc3c(n2)NCCC3)CC1, Cc1ccccc1, ClCCl, O=C(O)C(F)(F)F. The product is CCc1c(NCC(NC(=O)OCC23CC4CC(CC(C4)C2)C3)C(=O)O)ncnc1N1CCC(c2ccc3c(n2)NCCC3)CC1. As a reaction SMILES: [CH2:1]([CH3:2])[c:3]1[c:4]([NH:25][CH2:26][CH:27]([NH:28][C:29](=[O:30])[O:31][CH2:32][C:33]23[CH2:34][CH:35]4[CH2:36][CH:37]([CH2:38][CH:39]([CH2:40]2)[CH2:41]4)[CH2:42]3)[C:43](=[O:44])[O:45][C:46]([CH3:47])([CH3:48])[CH3:49])[n:5][cH:6][n:7][c:8]1[N:9]1[CH2:10][CH2:11][CH:12]([c:15]2[cH:16][cH:17][c:18]3[c:23]([n:24]2)[NH:22][CH2:21][CH2:20][CH2:19]3)[CH2:13][CH2:14]1.[CH3:57][c:58]1[cH:59][cH:60][cH:61][cH:62][cH:63]1.[Cl:64][CH2:65][Cl:66].[OH:50][C:51]([C:52]([F:53])([F:54])[F:55])=[O:56]>>[CH2:1]([CH3:2])[c:3]1[c:4]([NH:25][CH2:26][CH:27]([NH:28][C:29](=[O:30])[O:31][CH2:32][C:33]23[CH2:34][CH:35]4[CH2:36][CH:37]([CH2:38][CH:39]([CH2:40]2)[CH2:41]4)[CH2:42]3)[C:43](=[O:44])[OH:45])[n:5][cH:6][n:7][c:8]1[N:9]1[CH2:10][CH2:11][CH:12]([c:15]2[cH:16][cH:17][c:18]3[c:23]([n:24]2)[NH:22][CH2:21][CH2:20][CH2:19]3)[CH2:13][CH2:14]1. Starting materials: C(C1=CC=CC=C1)OC=1C=C(C=C(C1OCC1=CC=CC=C1)[N+](=O)[O-])C1=NC(=NO1)C=1C(=NC=CC1)C(F)(F)F (5-(3,4-bis(benzyloxy)-5-nitrophenyl)-3-(2-(trifluoromethyl)pyridin-3-yl)-1,2,4-oxadiazole), B(Br)(Br)Br (boron tribromide). Solvent: ClCCl (dichloromethane). Run at temperature -78 celsius. Yields the product [N+](=O)([O-])C1=C(C(=CC(=C1)C1=NC(=NO1)C=1C(=NC=CC1)C(F)(F)F)O)O (3-nitro-5-(3-(2-(trifluoromethyl)pyridin-3-yl)-1,2,4-oxadiazol-5-yl)benzene-1,2-diol). Reaction SMILES: C([O:8][C:9]1[CH:10]=[C:11]([C:26]2[O:30][N:29]=[C:28]([C:31]3[C:32]([C:37]([F:40])([F:39])[F:38])=[N:33][CH:34]=[CH:35][CH:36]=3)[N:27]=2)[CH:12]=[C:13]([N+:23]([O-:25])=[O:24])[C:14]=1[O:15]CC1C=CC=CC=1)C1C=CC=CC=1.B(Br)(Br)Br>ClCCl>[N+:23]([C:13]1[CH:12]=[C:11]([C:26]2[O:30][N:29]=[C:28]([C:31]3[C:32]([C:37]([F:40])([F:39])[F:38])=[N:33][CH:34]=[CH:35][CH:36]=3)[N:27]=2)[CH:10]=[C:9]([OH:8])[C:14]=1[OH:15])([O-:25])=[O:24]. Procedure details: A solution of 5-(3,4-bis(benzyloxy)-5-nitrophenyl)-3-(2-(trifluoromethyl)pyridin-3-yl)-1,2,4-oxadiazole (0.099 g, 0.18 mmol) in dichloromethane (5 mL) was cooled to −78° C. with stirring under argon and treated with boron tribromide (0.18 g, 0.74 mmol) dropwise. The resulting deep purple suspension was then allowed to stir at room temperature for one hour before cooling again to −78° C. The mixture was quenched by the careful addition of methanol. After stirring at room temperature for thirty mi...